From a dataset of the Open Reaction Database (ORD), a public repository of structured organic reaction records. describe an organic reaction: reactants, conditions, products, and yield Reactants: CCOC(=O)C(CNC(=O)CN1CCCC(CCc2ccncc2)C1=O)NC(=O)OCc1ccccc1, CCO. Product: CCOC(=O)C(N)CNC(=O)CN1CCCC(CCc2ccncc2)C1=O. RXN SMILES: [CH2:1]([CH3:2])[O:3][C:4]([CH:5]([CH2:6][NH:7][C:8]([CH2:9][N:10]1[C:11](=[O:24])[CH:12]([CH2:16][CH2:17][c:18]2[cH:19][cH:20][n:21][cH:22][cH:23]2)[CH2:13][CH2:14][CH2:15]1)=[O:25])[NH:26][C:27]([O:28][CH2:29][c:30]1[cH:31][cH:32][cH:33][cH:34][cH:35]1)=[O:36])=[O:37].[CH3:38][CH2:39][OH:40]>>[CH2:1]([CH3:2])[O:3][C:4]([CH:5]([CH2:6][NH:7][C:8]([CH2:9][N:10]1[C:11](=[O:24])[CH:12]([CH2:16][CH2:17][c:18]2[cH:19][cH:20][n:21][cH:22][cH:23]2)[CH2:13][CH2:14][CH2:15]1)=[O:25])[NH2:26])=[O:37]. Reactants: C1(=CC=CC=C1)C=1C=CC(=NC1)N (5-phenylpyridin-2-amine), C(=O)(Cl)Cl (phosgene), Cl.CN1CCN(CC1)C1=NC(=NC(=C1)C1=CC=C2CCNCC2=C1)N (4-(4-methylpiperazin-1-yl)-6-(1,2,3,4-tetrahydroisoquinolin-7-yl)pyrimidin-2-amine HCl salt). Yields the product NC1=NC(=CC(=N1)C1=CC=C2CCN(CC2=C1)C(=O)NC1=NC=C(C=C1)C1=CC=CC=C1)N1CCN(CC1)C (7-[2-Amino-6-(4-methylpiperazin-1-yl)pyrimidin-4-yl]-N-(5-phenylpyridin-2-yl)-3,4-dihydroisoquinoline-2(1H)-carboxamide). Reaction SMILES: [C:1]1([C:7]2[CH:8]=[CH:9][C:10]([NH2:13])=[N:11][CH:12]=2)[CH:6]=[CH:5][CH:4]=[CH:3][CH:2]=1.[C:14](Cl)(Cl)=[O:15].Cl.[CH3:19][N:20]1[CH2:25][CH2:24][N:23]([C:26]2[CH:31]=[C:30]([C:32]3[CH:41]=[C:40]4[C:35]([CH2:36][CH2:37][NH:38][CH2:39]4)=[CH:34][CH:33]=3)[N:29]=[C:28]([NH2:42])[N:27]=2)[CH2:22][CH2:21]1>>[NH2:42][C:28]1[N:29]=[C:30]([C:32]2[CH:41]=[C:40]3[C:35]([CH2:36][CH2:37][N:38]([C:14]([NH:13][C:10]4[CH:9]=[CH:8][C:7]([C:1]5[CH:2]=[CH:3][CH:4]=[CH:5][CH:6]=5)=[CH:12][N:11]=4)=[O:15])[CH2:39]3)=[CH:34][CH:33]=2)[CH:31]=[C:26]([N:23]2[CH2:22][CH2:21][N:20]([CH3:19])[CH2:25][CH2:24]2)[N:27]=1 |f:2.3|. Procedure details: This compound was prepared by using procedures analogous to those described for the synthesis of Example 40 starting from 5-phenylpyridin-2-amine (Matrix Scientific, Cat. #007056), phosgene and 4-(4-methylpiperazin-1-yl)-6-(1,2,3,4-tetrahydroisoquinolin-7-yl)pyrimidin-2-amine HCl salt. Analytic LCMS (M+H)+: m/z=521.2. Starting materials: resultant mixture, COC=1C=C2C(=NC=NC2=CC1OC)OC1=CC=C(C=C1)CC(=O)O (2-[4-(6,7-dimethoxyquinazolin-4-yloxy)phenyl]acetic acid), C(C(=O)Cl)(=O)Cl (oxalyl chloride), NC1=CC(=NO1)C(C)C (5-amino-3-isopropylisoxazole). Run in C(Cl)Cl (methylene chloride). Conditions: temperature 60 celsius. Yields the product C(C)(C)C1=NOC(=C1)NC(CC1=CC=C(C=C1)OC1=NC=NC2=CC(=C(C=C12)OC)OC)=O (N-(3-isopropylisoxazol-5-yl)-2-[4-(6,7-dimethoxyquinazolin-4-yloxy)phenyl]acetamide). Isolated yield 46.3%. Reaction SMILES: [CH3:1][O:2][C:3]1[CH:4]=[C:5]2[C:10](=[CH:11][C:12]=1[O:13][CH3:14])[N:9]=[CH:8][N:7]=[C:6]2[O:15][C:16]1[CH:21]=[CH:20][C:19]([CH2:22][C:23](O)=[O:24])=[CH:18][CH:17]=1.C(Cl)(=O)C(Cl)=O.[NH2:32][C:33]1[O:37][N:36]=[C:35]([CH:38]([CH3:40])[CH3:39])[CH:34]=1>C(Cl)Cl>[CH:38]([C:35]1[CH:34]=[C:33]([NH:32][C:23](=[O:24])[CH2:22][C:19]2[CH:18]=[CH:17][C:16]([O:15][C:6]3[C:5]4[C:10](=[CH:11][C:12]([O:13][CH3:14])=[C:3]([O:2][CH3:1])[CH:4]=4)[N:9]=[CH:8][N:7]=3)=[CH:21][CH:20]=2)[O:37][N:36]=1)([CH3:40])[CH3:39]. Procedure: A mixture of 2-[4-(6,7-dimethoxyquinazolin-4-yloxy)phenyl]acetic acid (0.3 g) and oxalyl chloride (3.73 ml) was heated at 60° C. for 30 minutes. The excess of oxalyl chloride was evaporated. Pyridine (0.43 ml) was added to a stirred mixture of the 2-[4-(6,7-dimethoxyquinazolin-4-yloxy)phenyl]acetyl chloride so obtained, 5-amino-3-isopropylisoxazole (0.148 g) and methylene chloride (30 ml). The resultant mixture was stirred at ambient temperature for 30 minutes. The mixture was evaporated and the... Reactants: [B-][N+](C)(C)C (borane-trimethylamine complex), solution, C1(=CC=C(C=C1)S(=O)(=O)[O-])C.[NH+]1=CC=CC=C1 (pyridinium p-toluenesulfonate), NC1=C(C(=O)NC2=NC=C(C=C2)Cl)C=C(C=C1)Cl (2-amino-5-chloro-N-(5-chloropyridin-2-yl)benzamide), C(C)(=O)NC1=CC=C(C=O)C=C1 (4-acetamidobenzaldehyde). Run in CO (methanol), C(C)(=O)O (acetic acid), C1(=CC=CC=C1)C (toluene). Run at time 18 hour. Yields the product C(C)(=O)NC1=CC=C(CNC2=C(C(=O)NC3=NC=C(C=C3)Cl)C=C(C=C2)Cl)C=C1 (2-(4-Acetylaminobenzyl)amino-5-chloro-N-(5-chloropyridin-2-yl)benzamide), powder. Yield: 100.0%. RXN SMILES: [NH2:1][C:2]1[CH:17]=[CH:16][C:15]([Cl:18])=[CH:14][C:3]=1[C:4]([NH:6][C:7]1[CH:12]=[CH:11][C:10]([Cl:13])=[CH:9][N:8]=1)=[O:5].[C:19]([NH:22][C:23]1[CH:30]=[CH:29][C:26]([CH:27]=O)=[CH:25][CH:24]=1)(=[O:21])[CH3:20].C1(C)C=CC(S([O-])(=O)=O)=CC=1.[NH+]1C=CC=CC=1.[B-][N+](C)(C)C>C(O)(=O)C.CO.C1(C)C=CC=CC=1>[C:19]([NH:22][C:23]1[CH:30]=[CH:29][C:26]([CH2:27][NH:1][C:2]2[CH:17]=[CH:16][C:15]([Cl:18])=[CH:14][C:3]=2[C:4]([NH:6][C:7]2[CH:12]=[CH:11][C:10]([Cl:13])=[CH:9][N:8]=2)=[O:5])=[CH:25][CH:24]=1)(=[O:21])[CH3:20] |f:2.3|. Procedure: To a small sample of 2-amino-5-chloro-N-(5-chloropyridin-2-yl)benzamide (0.01 g, 0.035 mmol) weighed out in a sealable vial toluene was added (200 μL), followed by 4-acetamidobenzaldehyde (0.006 g, 0.035 mmol) and pyridinium p-toluenesulfonate (catalytic amount). A few molecular sieves were added; then the vial was sealed and placed in a shaker at 75° C. After 18 h, the reaction mixture was treated with borane-trimethylamine complex (100 μL of a 1 M solution in acetic acid) and the vial was plac...